Dataset: the Open Reaction Database (ORD), a public repository of structured organic reaction records. Task: describe an organic reaction: reactants, conditions, products, and yield Starting materials: C(C#C)Br (propargyl bromide), [Cl-].[NH4+] (ammonium chloride), [H-].[Na+] (sodium hydride), ClC1=C(C=C(C(=C1)Cl)NC(=O)OCC)C=1C(N(C(=CN1)C(F)(F)F)C)=O (3-(2,4-dichloro-5-ethoxycarbonylaminophenyl)-1-methyl-6-trifluoromethyl-2-oxo-1,2-dihydropyrazine), ClC1=C(C=C(C(=C1)Cl)NC(=O)OCC)C=1C(N(C(=CN1)C(F)(F)F)C)=O (3-(2,4-dichloro-5-ethoxycarbonylaminophenyl)-1-methyl-6-trifluoromethyl-2-oxo-1,2-dihydropyrazine). Solvent: O1CCCC1 (tetrahydrofuran), O1CCCC1 (tetrahydrofuran). Conditions: temperature 0 celsius, time 10 minute. Product: ClC1=C(C=C(C(=C1)Cl)N(C(=O)OCC)CC#C)C=1C(N(C(=CN1)C(F)(F)F)C)=O (3-{2,4-dichloro-5-[N-(ethoxycarbonyl)propargylamino]phenyl}-1-methyl-6-trifluoromethyl-2-oxo-1,2-dihydropyrazine). The yield is 16.0%. Reaction SMILES: [H-].[Na+].[Cl:3][C:4]1[CH:9]=[C:8]([Cl:10])[C:7]([NH:11][C:12]([O:14][CH2:15][CH3:16])=[O:13])=[CH:6][C:5]=1[C:17]1[C:18](=[O:28])[N:19]([CH3:27])[C:20]([C:23]([F:26])([F:25])[F:24])=[CH:21][N:22]=1.[CH2:29](Br)[C:30]#[CH:31].[Cl-].[NH4+]>O1CCCC1>[Cl:3][C:4]1[CH:9]=[C:8]([Cl:10])[C:7]([N:11]([CH2:31][C:30]#[CH:29])[C:12]([O:14][CH2:15][CH3:16])=[O:13])=[CH:6][C:5]=1[C:17]1[C:18](=[O:28])[N:19]([CH3:27])[C:20]([C:23]([F:25])([F:24])[F:26])=[CH:21][N:22]=1 |f:0.1,4.5|. Procedure details: Then, a mixture of 20 mg of sodium hydride (60% in oil) and 1.3 ml of tetrahydrofuran was cooled to 0° C. To this was added dropwise a solution of 0.21 g of 3-(2,4-dichloro-5-ethoxycarbonylaminophenyl)-1-methyl-6-trifluoromethyl-2-oxo-1,2-dihydropyrazine (present compound 1-346) in 1.3 ml of tetrahydrofuran. After stirring at 0° C. for 10 minutes, 42 μl of propargyl bromide was added, and the mixture was stirred at 0° C. for 1 hour. After completion of the reaction, the reaction mixture was pour... The reactants are O=C1C=2N(NC=C1C(=O)O)C=CC2 (4-oxo-1,4-dihydropyrrolo[1,2-b]pyridazine-3-carboxylic acid). RXN SMILES: [O:1]=[C:2]1[C:7](C(O)=O)=[CH:6][NH:5][N:4]2[CH:11]=[CH:12][CH:13]=[C:3]12>CS(C)=O>[NH:5]1[CH:6]=[CH:7][C:2](=[O:1])[C:3]2=[CH:13][CH:12]=[CH:11][N:4]12. The solvent is CS(=O)C (dimethyl sulfoxide). Yields the product N1N2C(C(C=C1)=O)=CC=C2 (pyrrolo[1,2-b]pyridazin-4(1H)-one). Reaction conditions: temperature 150 celsius. Isolated yield 74.0%. Procedure details: 4-oxo-1,4-dihydropyrrolo[1,2-b]pyridazine-3-carboxylic acid was dissolved in dimethyl sulfoxide (110 mL) and heated at 150° C. for 1 hour. After removing the solvent by distillation under reduced pressure, the resulting residue was purified by silica gel chromatography (5% ethyl acetate in dichloromethane) to give the target compound (5.3 g, 39.5 mmol, 74% yield). The reactants are CCOC(C)=O, ClCCl, CC(C)=O, CO, CO, CC(=O)NCC1OC(=O)N2c3ccc(C(=O)CCl)cc3CC12, [N-]=[N+]=[N-], [Na+], C1CCOC1. Product: CC(=O)NCC1OC(=O)N2c3ccc(C(=O)CN=[N+]=[N-])cc3CC12. Reaction SMILES: [C:41]([O:42][CH2:43][CH3:44])(=[O:45])[CH3:46].[CH2:38]([Cl:39])[Cl:40].[CH3:27][C:28](=[O:29])[CH3:30].[CH3:36][OH:37].[CH3:47][OH:48].[Cl:1][CH2:2][C:3](=[O:4])[c:5]1[cH:6][c:7]2[c:11]([cH:12][cH:13]1)[N:10]1[CH:9]([CH2:8]2)[CH:16]([CH2:17][NH:18][C:19]([CH3:20])=[O:21])[O:15][C:14]1=[O:22].[N-:24]=[N+:25]=[N-:26].[Na+:23].[O:31]1[CH2:32][CH2:33][CH2:34][CH2:35]1>>[CH2:2]([C:3](=[O:4])[c:5]1[cH:6][c:7]2[c:11]([cH:12][cH:13]1)[N:10]1[CH:9]([CH2:8]2)[CH:16]([CH2:17][NH:18][C:19]([CH3:20])=[O:21])[O:15][C:14]1=[O:22])[N:24]=[N+:25]=[N-:26]. Starting materials: oil, O(C1=CC=CC=C1)C=1C=C(C=O)C=CC1 (3-phenoxybenzaldehyde), SC(C(=O)O)(C)C (2-mercapto-2-methylpropionic acid), C1(=CC=CC=C1)CCCCN (4-phenylbutylamine). Solvent: C1=CC=CC=C1 (benzene). Product: CC1(C(N(C(S1)C1=CC(=CC=C1)OC1=CC=CC=C1)CCCCC1=CC=CC=C1)=O)C (5,5-Dimethyl-2-(3-phenoxyphenyl)-3-(4-phenylbutyl)-4-thiazolidinone). Reaction SMILES: [O:1]([C:8]1[CH:9]=[C:10]([CH:13]=[CH:14][CH:15]=1)[CH:11]=O)[C:2]1[CH:7]=[CH:6][CH:5]=[CH:4][CH:3]=1.[SH:16][C:17]([CH3:22])([CH3:21])[C:18](O)=[O:19].[C:23]1([CH2:29][CH2:30][CH2:31][CH2:32][NH2:33])[CH:28]=[CH:27][CH:26]=[CH:25][CH:24]=1>C1C=CC=CC=1>[CH3:21][C:17]1([CH3:22])[S:16][CH:11]([C:10]2[CH:13]=[CH:14][CH:15]=[C:8]([O:1][C:2]3[CH:7]=[CH:6][CH:5]=[CH:4][CH:3]=3)[CH:9]=2)[N:33]([CH2:32][CH2:31][CH2:30][CH2:29][C:23]2[CH:28]=[CH:27][CH:26]=[CH:25][CH:24]=2)[C:18]1=[O:19]. Procedure details: Using the procedures of Example 5, the title compound was prepared as a light yellow viscous oil (8.4 g, 65%) from 5.9 g (0.030 mole) of 3-phenoxybenzaldehyde (Fluka), 3.6 g (0.030 mole) of 2-mercapto-2-methylpropionic acid, and 4.6 g (0.030 mole) of 4-phenylbutylamine after refluxing in 250 ml of benzene overnight. The reactants are BrCC(=O)C=1C=NC=CC1C (2-bromo-1-(4-methylpyridin-3-yl)ethanone), C(C)(C)(C)OC1=CC=C(C=N1)C(N)=S (6-tert-butoxy-3-pyridinecarbothioamide). The product is CC1=C(C=NC=C1)C=1N=C(SC1)C=1C=CC(NC1)=O (5-[4-(4-methylpyridin-3-yl)-1,3-thiazol-2-yl]pyridin-2(1H)-one). The yield is 56.1%. Reaction SMILES: Br[CH2:2][C:3]([C:5]1[CH:6]=[N:7][CH:8]=[CH:9][C:10]=1[CH3:11])=O.C([O:16][C:17]1[N:22]=[CH:21][C:20]([C:23](=[S:25])[NH2:24])=[CH:19][CH:18]=1)(C)(C)C>>[CH3:11][C:10]1[CH:9]=[CH:8][N:7]=[CH:6][C:5]=1[C:3]1[N:24]=[C:23]([C:20]2[CH:19]=[CH:18][C:17](=[O:16])[NH:22][CH:21]=2)[S:25][CH:2]=1. Procedure: By the reaction in the same manner as in Example 25-iii) using 2-bromo-1-(4-methylpyridin-3-yl)ethanone hydrobromate (188 mg) and 6-tert-butoxy-3-pyridinecarbothioamide (167 mg), the title compound (120 mg) was obtained as colorless powder crystals.